Dataset: the Open Reaction Database (ORD), a public repository of structured organic reaction records. Task: describe an organic reaction: reactants, conditions, products, and yield The reactants are CO, [Na+], [OH-], COC(=O)CCCNC(=O)NCCCCC1CCSS1. The product is O=C(O)CCCNC(=O)NCCCCC1CCSS1. RXN SMILES: [CH3:23][OH:24].[Na+:22].[OH-:21].[S:1]1[S:2][CH:3]([CH2:6][CH2:7][CH2:8][CH2:9][NH:10][C:11]([NH:12][CH2:13][CH2:14][CH2:15][C:16](=[O:17])[O:18][CH3:19])=[O:20])[CH2:4][CH2:5]1>>[S:1]1[S:2][CH:3]([CH2:6][CH2:7][CH2:8][CH2:9][NH:10][C:11]([NH:12][CH2:13][CH2:14][CH2:15][C:16](=[O:17])[OH:18])=[O:20])[CH2:4][CH2:5]1. Product: COC(=O)CCc1ccc(C2=C(OC)CN(C3CCN(C(=N)N)CC3)C2=O)cc1. Reactants: Br, CCSC(=N)N, COC(=O)CCc1ccc(C2=C(OC)CN(C3CCNCC3)C2=O)cc1, CN(C)C=O, [Na+], [Na+], O=C([O-])[O-]. Reaction SMILES: [BrH:27].[CH2:28]([S:29][C:31]([NH2:32])=[NH:33])[CH3:30].[CH3:1][O:2][C:3]1=[C:4]([c:15]2[cH:16][cH:17][c:18]([CH2:21][CH2:22][C:23](=[O:24])[O:25][CH3:26])[cH:19][cH:20]2)[C:5](=[O:14])[N:6]([CH:8]2[CH2:9][CH2:10][NH:11][CH2:12][CH2:13]2)[CH2:7]1.[CH3:40][N:41]([CH3:42])[CH:43]=[O:44].[Na+:34].[Na+:35].[O-:36][C:37](=[O:38])[O-:39]>>[CH3:1][O:2][C:3]1=[C:4]([c:15]2[cH:16][cH:17][c:18]([CH2:21][CH2:22][C:23](=[O:24])[O:25][CH3:26])[cH:19][cH:20]2)[C:5](=[O:14])[N:6]([CH:8]2[CH2:9][CH2:10][N:11]([C:31](=[NH:32])[NH2:33])[CH2:12][CH2:13]2)[CH2:7]1.